From a dataset of the Open Reaction Database (ORD), a public repository of structured organic reaction records. describe an organic reaction: reactants, conditions, products, and yield The reactants are ClC1=C(C=NC2=CC=C(N=C12)Cl)C(C)=O (1-(4,6-dichloro-1,5-naphthyridin-3-yl)ethanone), N[C@@H]1CC[C@H](CC1)O (trans-4-aminocyclohexanol). Product: ClC=1N=C2C(=C(C=NC2=CC1)C(C)=O)N[C@@H]1CC[C@H](CC1)O (1-[6-Chloro-4-(trans-4-hydroxycyclohexylamino)-1,5-naphthyridin-3-yl]ethanone). Isolated yield 78.2%. Reaction SMILES: Cl[C:2]1[C:11]2[C:6](=[CH:7][CH:8]=[C:9]([Cl:12])[N:10]=2)[N:5]=[CH:4][C:3]=1[C:13](=[O:15])[CH3:14].[NH2:16][C@H:17]1[CH2:22][CH2:21][C@H:20]([OH:23])[CH2:19][CH2:18]1>>[Cl:12][C:9]1[N:10]=[C:11]2[C:6](=[CH:7][CH:8]=1)[N:5]=[CH:4][C:3]([C:13](=[O:15])[CH3:14])=[C:2]2[NH:16][C@H:17]1[CH2:22][CH2:21][C@H:20]([OH:23])[CH2:19][CH2:18]1. Procedure details: Following general procedure I, 1-(4,6-dichloro-1,5-naphthyridin-3-yl)ethanone (480 mg, 2.0 mmol) was reacted with trans-4-aminocyclohexanol (287 mg, 2.5 mmol) to afford the desired product (500 mg, 78%) as an orange-red solid: 1H NMR (500 MHz, CDCl3) δ 10.90 (s, 1H), 8.95 (s, 1H), 8.09 (d, J=8.7 Hz, 1H), 7.53 (d, J=8.7 Hz, 1H), 5.10 (tdt, J=11.2, 8.0, 3.9 Hz, 1H), 3.76 (tt, J=10.0, 4.3 Hz, 1H), 2.68 (s, 3H), 2.33-2.24 (m, 2H), 2.13-2.04 (m, 2H), 1.63-1.41 (m, 8H); ESI MS m/z 320 [M+H]+ Starting materials: N (ammonia), C(C1=CC=CC=C1)(C1=CC=CC=C1)CC(=S)Cl (benzhydrylthioacetyl chloride). Solvent: O (water), C(Cl)Cl (methylene chloride). Product: C(C1=CC=CC=C1)(C1=CC=CC=C1)CC(=S)N (Benzhydrylthioacetamide). Isolated yield 86.0%. As a reaction SMILES: [NH3:1].[CH:2]([CH2:15][C:16](Cl)=[S:17])([C:9]1[CH:14]=[CH:13][CH:12]=[CH:11][CH:10]=1)[C:3]1[CH:8]=[CH:7][CH:6]=[CH:5][CH:4]=1>O.C(Cl)Cl>[CH:2]([CH2:15][C:16]([NH2:1])=[S:17])([C:9]1[CH:14]=[CH:13][CH:12]=[CH:11][CH:10]=1)[C:3]1[CH:8]=[CH:7][CH:6]=[CH:5][CH:4]=1. Reported procedure: 35 ml of ammonia in 40 ml of water are introduced into a three-necked flask provided with a condenser and a dropping funnel and the benzhydrylthioacetyl chloride dissolved in about 100 ml of methylene chloride is added drop by drop. Once the addition is complete, the organic phase is washed with a dilute solution of soda and dried over Na2SO4, the solvent is evaporated and the residue is taken up in diisopropyl ether; in this way, the benzhydrylthioacetamide is crystallised. 16.8 g of product (y...